This data is from the Open Reaction Database (ORD), a public repository of structured organic reaction records. The task is: describe an organic reaction: reactants, conditions, products, and yield Run in O (water). The yield is 51.0%. Product: FC(COC(C)(C)C)(F)F (tertiary butyl 2,2,2-trifluoroethyl ether). Procedure: Approximately 55 g (0.55 mol) trifluoroethanol and 2 g concentrated sulfuric acid were placed in a 300 ml glass pressure bottle equipped with a magnetic stir bar and pressure gauge. The pressure bottle was evacuated briefly and the stirred contents were cooled in a water bath at about 20° C. in order to moderate the temperature of the somewhat exothermic reaction with isobutylene. Isobutylene was then added to a pressure of about 20 psig. The isobutylene supply was turned off and the reaction wa... Starting materials: C(C(F)(F)F)O (trifluoroethanol), CC(C)=C (isobutylene), CC(C)=C (Isobutylene), CC(C)=C (isobutylene), S(O)(O)(=O)=O (sulfuric acid), glass, CC(C)=C (isobutylene). Run at temperature 20 celsius. As a reaction SMILES: [CH2:1]([OH:6])[C:2]([F:5])([F:4])[F:3].S(=O)(=O)(O)O.[CH3:12][C:13](=[CH2:15])[CH3:14]>O>[F:3][C:2]([F:5])([F:4])[CH2:1][O:6][C:13]([CH3:15])([CH3:14])[CH3:12]. Starting materials: BrC(C)C1=CC=C(C=C1)[N+](=O)[O-] (1-(1-bromo-ethyl)-4-nitro-benzene), C([O-])([O-])=O.[K+].[K+] (potassium carbonate), N1CCOCC1 (morpholine). The solvent is CN(C)C=O (DMF). Reaction conditions: time 16 hour. Yields the product [N+](=O)([O-])C1=CC=C(C=C1)C(C)N1CCOCC1 (4-[1-(4-nitro-phenyl)-ethyl]-morpholine). Yield: 95.5%. As a reaction SMILES: Br[CH:2]([C:4]1[CH:9]=[CH:8][C:7]([N+:10]([O-:12])=[O:11])=[CH:6][CH:5]=1)[CH3:3].C(=O)([O-])[O-].[K+].[K+].[NH:19]1[CH2:24][CH2:23][O:22][CH2:21][CH2:20]1>CN(C=O)C>[N+:10]([C:7]1[CH:8]=[CH:9][C:4]([CH:2]([N:19]2[CH2:24][CH2:23][O:22][CH2:21][CH2:20]2)[CH3:3])=[CH:5][CH:6]=1)([O-:12])=[O:11] |f:1.2.3|. Procedure: A mixture of 1-(1-bromo-ethyl)-4-nitro-benzene (1.24 g, 5.43 mmol), potassium carbonate (2.25 g, 16.3 mmol) and morpholine (1.2 mL, 13.6 mmol) in DMF (10 mL) was stirred at room temperature for 16 h, then evaporated. The residue was suspended in ethyl acetate, washed with water and brine, dried (sodium sulfate) and evaporated to provide 4-[1-(4-nitro-phenyl)-ethyl]-morpholine (1.225 g, 95% yield) as a yellow oil. 1H-NMR (DMSO-d6, 500 MHz) 8.19 (d, 2H), 7.16 (d, 2H), 3.56 (m, 5H), 2.41 (m, 2H), 2... The reactants are COC=1C=CC2=C(SC=C2)C1 (6-Methoxy -benzo[b]thiophene), C(CCC)[Li] (n-butyllithium), iodides, heteroaromatic bromides, IC1=CC=CC=C1 (iodobenzene), [O-]S(=O)(=O)C(F)(F)F (triflate), [Cl-].[Li+] (lithium chloride), IC1=CC=CC=C1 (iodobenzene), triflates. The reagents and catalysts are [Cl-].[Zn+2].[Cl-] (zinc chloride), C=1C=CC(=CC1)[P](C=2C=CC=CC2)(C=3C=CC=CC3)[Pd]([P](C=4C=CC=CC4)(C=5C=CC=CC5)C=6C=CC=CC6)([P](C=7C=CC=CC7)(C=8C=CC=CC8)C=9C=CC=CC9)[P](C=1C=CC=CC1)(C=1C=CC=CC1)C=1C=CC=CC1 (Pd(Ph3P)4). Solvent: C1CCOC1 (THF), C1CCOC1 (THF). Conditions: temperature 0 celsius, time 1.5 hour. Yields the product COC=1C=CC2=C(SC(=C2)C2=CC=CC=C2)C1 (6-Methoxy-2-phenyl-benzo[b]thiophene). The yield is 68.4%. As a reaction SMILES: [CH3:1][O:2][C:3]1[CH:4]=[CH:5][C:6]2[CH:10]=[CH:9][S:8][C:7]=2[CH:11]=1.C([Li])CCC.I[C:18]1[CH:23]=[CH:22][CH:21]=[CH:20][CH:19]=1.[O-]S(C(F)(F)F)(=O)=O.[Cl-].[Li+]>C1COCC1.[Cl-].[Zn+2].[Cl-].C1C=CC([P]([Pd]([P](C2C=CC=CC=2)(C2C=CC=CC=2)C2C=CC=CC=2)([P](C2C=CC=CC=2)(C2C=CC=CC=2)C2C=CC=CC=2)[P](C2C=CC=CC=2)(C2C=CC=CC=2)C2C=CC=CC=2)(C2C=CC=CC=2)C2C=CC=CC=2)=CC=1>[CH3:1][O:2][C:3]1[CH:4]=[CH:5][C:6]2[CH:10]=[C:9]([C:18]3[CH:23]=[CH:22][CH:21]=[CH:20][CH:19]=3)[S:8][C:7]=2[CH:11]=1 |f:4.5,7.8.9,^1:45,47,66,85|. Procedure details: To a solution of 6-Methoxy -benzo[b]thiophene (250 mg, 1.52 mmol) in 3.7 mL THF at −20° C. was added dropwise n-butyllithium (0.67 mL, 1.67 mmol). The mixture was stirred at 0° C. for 1.5 hrs. and at room temperature for 0.5 hrs. Anhydrous zinc chloride (269 mg, 1.97 mmol) in 1.9 mL of THF was added by cannula to the reaction. The reaction was then stirred at room temperature for 15 minutes and then Pd(Ph3P)4 (70 mg, 0.06 mmol) and iodobenzene (0.22 mL, 1.97 mmol) were added and the reaction sti... Reported procedure: A mixture of 1-(2-ethoxyethyl)-2-(1-piperazinyl)methylbenzimidazole (3.1 g) obtained in the same manner as described in Example 1, n-propyl bromide (2.0 g) and potassium carbonate (2.25 g) in ethanol (60 ml) is refluxed with stirring for 6.5 hours. The reaction mixture is treated in the same manner as described in Example 5 and the crude product is purified likewise to give 1-(2-ethoxyethyl)-2-(4-n-propyl-1-piperazinyl)methylbenzimidazole (3.1 g) as a pale brown liquid. This liquid is treated wi... Reactants: C(C)OCCN1C(=NC2=C1C=CC=C2)CN2CCNCC2 (1-(2-ethoxyethyl)-2-(1-piperazinyl)methylbenzimidazole), CCCBr (n-propyl bromide), C([O-])([O-])=O.[K+].[K+] (potassium carbonate). Yields the product C(C)OCCN1C(=NC2=C1C=CC=C2)CN2CCN(CC2)CCC (1-(2-ethoxyethyl)-2-(4-n-propyl-1-piperazinyl)methylbenzimidazole). Run at time 6.5 hour. The yield is 87.3%. As a reaction SMILES: [CH2:1]([O:3][CH2:4][CH2:5][N:6]1[C:10]2[CH:11]=[CH:12][CH:13]=[CH:14][C:9]=2[N:8]=[C:7]1[CH2:15][N:16]1[CH2:21][CH2:20][NH:19][CH2:18][CH2:17]1)[CH3:2].[CH3:22][CH2:23][CH2:24]Br.C(=O)([O-])[O-].[K+].[K+]>C(O)C>[CH2:1]([O:3][CH2:4][CH2:5][N:6]1[C:10]2[CH:11]=[CH:12][CH:13]=[CH:14][C:9]=2[N:8]=[C:7]1[CH2:15][N:16]1[CH2:17][CH2:18][N:19]([CH2:22][CH2:23][CH3:24])[CH2:20][CH2:21]1)[CH3:2] |f:2.3.4|. Run in C(C)O (ethanol). Reactants: CCI, COC(=O)c1cc(O)cc(C(=O)OC)c1, [K+], [K+], O=C([O-])[O-], CN(C)C=O, O. Product: CCOc1cc(C(=O)OC)cc(C(=O)OC)c1. RXN SMILES: [CH2:22]([CH3:23])[I:24].[CH3:1][O:2][C:3]([c:4]1[cH:5][c:6]([C:7](=[O:8])[O:9][CH3:10])[cH:11][c:12]([OH:14])[cH:13]1)=[O:15].[K+:16].[K+:17].[O-:18][C:19]([O-:20])=[O:21].[O:25]=[CH:26][N:27]([CH3:28])[CH3:29].[OH2:30]>>[CH3:1][O:2][C:3]([c:4]1[cH:5][c:6]([C:7](=[O:8])[O:9][CH3:10])[cH:11][c:12]([O:14][CH2:22][CH3:23])[cH:13]1)=[O:15]. Reaction SMILES: [Cl-:39].[Cl:41][CH:42]([Cl:43])[Cl:44].[F:7][C:8]([S:9](=[O:10])(=[O:11])[O:12][S:13]([C:14]([F:15])([F:16])[F:17])(=[O:18])=[O:19])([F:20])[F:21].[NH4+:40].[OH:22][c:23]1[cH:24][c:25]([C:35](=[O:36])[O:37][CH3:38])[cH:26][c:27](-[c:29]2[cH:30][cH:31][cH:32][cH:33][cH:34]2)[cH:28]1.[cH:1]1[cH:2][cH:3][n:4][cH:5][cH:6]1>>[F:7][C:8]([S:9](=[O:10])(=[O:11])[O:12][c:23]1[cH:24][c:25]([C:35](=[O:36])[O:37][CH3:38])[cH:26][c:27](-[c:29]2[cH:30][cH:31][cH:32][cH:33][cH:34]2)[cH:28]1)([F:20])[F:21]. The product is COC(=O)c1cc(OS(=O)(=O)C(F)(F)F)cc(-c2ccccc2)c1. Reactants: [Cl-], ClC(Cl)Cl, O=S(=O)(OS(=O)(=O)C(F)(F)F)C(F)(F)F, [NH4+], COC(=O)c1cc(O)cc(-c2ccccc2)c1, c1ccncc1. Starting materials: FC(C=1C=C(C(=O)N2CCC3(C(NCN3C3=C(C=CC=C3)Cl)=O)CC2)C=C(C1)C(F)(F)F)(F)F (8-(3,5-bis-trifluoromethyl-benzoyl)-1-(2-chloro-phenyl)-1,3,8-triaza-spiro[4.5]decan-4-one), Cl.CN(CCCCl)C (3-dimethylaminopropylchloride hydrochloride). Product: FC(C=1C=C(C(=O)N2CCC3(C(N(CN3C3=C(C=CC=C3)Cl)CCCN(C)C)=O)CC2)C=C(C1)C(F)(F)F)(F)F (8-(3,5-Bis-trifluoromethyl-benzoyl)-1-(2-chloro-phenyl)-3-(3-dimethylamino-propyl)-1,3,8-triaza-spiro[4.5]decan-4-one). RXN SMILES: [F:1][C:2]([F:34])([F:33])[C:3]1[CH:4]=[C:5]([CH:26]=[C:27]([C:29]([F:32])([F:31])[F:30])[CH:28]=1)[C:6]([N:8]1[CH2:25][CH2:24][C:11]2([N:15]([C:16]3[CH:21]=[CH:20][CH:19]=[CH:18][C:17]=3[Cl:22])[CH2:14][NH:13][C:12]2=[O:23])[CH2:10][CH2:9]1)=[O:7].Cl.[CH3:36][N:37]([CH3:42])[CH2:38][CH2:39][CH2:40]Cl>>[F:32][C:29]([F:31])([F:30])[C:27]1[CH:26]=[C:5]([CH:4]=[C:3]([C:2]([F:1])([F:33])[F:34])[CH:28]=1)[C:6]([N:8]1[CH2:9][CH2:10][C:11]2([N:15]([C:16]3[CH:21]=[CH:20][CH:19]=[CH:18][C:17]=3[Cl:22])[CH2:14][N:13]([CH2:40][CH2:39][CH2:38][N:37]([CH3:42])[CH3:36])[C:12]2=[O:23])[CH2:24][CH2:25]1)=[O:7] |f:1.2|. Reported procedure: The title compound, MS: m/e=591.1 (M+H+), was prepared in accordance with the general method of example 71 from 8-(3,5-bis-trifluoromethyl-benzoyl)-1-(2-chloro-phenyl)-1,3,8-triaza-spiro[4.5]decan-4-one and 3-dimethylaminopropylchloride hydrochloride.